From a dataset of the Open Reaction Database (ORD), a public repository of structured organic reaction records. describe an organic reaction: reactants, conditions, products, and yield The reactants are C(C)OC(C=[N+]=[N-])OCC (2,2-diethoxy-1-diazoethane), O[C@@H]1[C@@H]2[C@]3(C=CC(C=C3[C@H](C[C@H]2[C@@H]2C[C@H]([C@](C(CO)=O)([C@]2(C1)C)O)O)C)=O)C (11β,16α,17,21-tetrahydroxy-6α-methylpregna-1,4-diene-3,20-dione). The product is C(C)OC(CO[C@H]1[C@](C(CO)=O)([C@]2(C[C@@H]([C@@H]3[C@]4(C=CC(C=C4[C@H](C[C@H]3[C@@H]2C1)C)=O)C)O)C)O)OCC (16α-[(2,2-Diethoxy)ethoxy]-11β,17,21-trihydroxy-6α-methylpregna-1,4-diene-3,20-dione). RXN SMILES: [CH2:1]([O:3][CH:4]([O:8][CH2:9][CH3:10])[CH:5]=[N+]=[N-])[CH3:2].[OH:11][C@H:12]1[CH2:32][C@@:31]2([CH3:33])[C@@H:23]([CH2:24][C@@H:25]([OH:35])[C@:26]2([OH:34])[C:27](=[O:30])[CH2:28][OH:29])[C@H:22]2[C@H:13]1[C@:14]1([CH3:38])[C:19]([C@@H:20]([CH3:36])[CH2:21]2)=[CH:18][C:17](=[O:37])[CH:16]=[CH:15]1>>[CH2:1]([O:3][CH:4]([O:8][CH2:9][CH3:10])[CH2:5][O:35][C@@H:25]1[CH2:24][C@@H:23]2[C@:31]([CH3:33])([CH2:32][C@H:12]([OH:11])[C@H:13]3[C@H:22]2[CH2:21][C@H:20]([CH3:36])[C:19]2[C@:14]3([CH3:38])[CH:15]=[CH:16][C:17](=[O:37])[CH:18]=2)[C@@:26]1([OH:34])[C:27](=[O:30])[CH2:28][OH:29])[CH3:2]. Procedure details: A solution of 2,2-diethoxy-1-diazoethane (prepared from 0.18 mole of precursor as described in Example 2A) in methanolether at 0°C is treated with 11β,16α,17,21-tetrahydroxy-6α-methylpregna-1,4-diene-3,20-dione, 16,17-cycloborate until nitrogen evolution ceases. The solution is evaporated to give the title compound. Reactants: C(C1=CC=CC=C1)SC=1C=C(C(NC1)=O)O (5-(benzylsulfanyl)-3-hydroxypyridin-2(1H)-one), COCOC=1C(N(C=C(C1)SCC1=NC=C(C=C1)C)COC)=O (3-(methoxymethoxy)-1-(methoxymethyl)-5-{[(5-methylpyridin-2-yl)methyl]sulfanyl}pyridin-2(1H)-one), COCOC=1C(N(C=C(C1)SCC1=NC=C(C=C1)C)COC)=O (3-(methoxymethoxy)-1-(methoxymethyl)-5-{[(5-methylpyridin-2-yl)methyl]sulfanyl}pyridin-2(1H)-one). Yields the product OC=1C(NC=C(C1)SCC1=NC=C(C=C1)C)=O (3-Hydroxy-5-{[(5-methylpyridin-2-yl)methyl]sulfanyl}pyridin-2(1H)-one). Reaction SMILES: C(SC1C=C(O)C(=O)NC=1)C1C=CC=CC=1.COC[O:20][C:21]1[C:22](=[O:39])[N:23](COC)[CH:24]=[C:25]([S:27][CH2:28][C:29]2[CH:34]=[CH:33][C:32]([CH3:35])=[CH:31][N:30]=2)[CH:26]=1>>[OH:20][C:21]1[C:22](=[O:39])[NH:23][CH:24]=[C:25]([S:27][CH2:28][C:29]2[CH:34]=[CH:33][C:32]([CH3:35])=[CH:31][N:30]=2)[CH:26]=1. Procedure details: Prepared as described for 5-(benzylsulfanyl)-3-hydroxypyridin-2(1H)-one (Example 12) from 3-(methoxymethoxy)-1-(methoxymethyl)-5-{[(5-methylpyridin-2-yl)methyl]sulfanyl}pyridin-2(1H)-one (Intermediate 28). Starting materials: OC1=CC(OC2=CC=CC=C12)=O (4-hydroxycoumarin), C1(=CC=CC=C1)C(CCCC)O (1-phenyl-1-pentanol), B(F)(F)F.CCOCC (boron trifluoride etherate). Run in O1CCOCC1 (dioxane). Conditions: time 8 hour. Product: OC1=C(C(OC2=CC=CC=C12)=O)C(CCCC)C1=CC=CC=C1 (4-Hydroxy-3-(1-phenylpentyl)-coumarin). Isolated yield 12.5%. RXN SMILES: [OH:1][C:2]1[C:11]2[C:6](=[CH:7][CH:8]=[CH:9][CH:10]=2)[O:5][C:4](=[O:12])[CH:3]=1.[C:13]1([CH:19](O)[CH2:20][CH2:21][CH2:22][CH3:23])[CH:18]=[CH:17][CH:16]=[CH:15][CH:14]=1.B(F)(F)F.CCOCC>O1CCOCC1>[OH:1][C:2]1[C:11]2[C:6](=[CH:7][CH:8]=[CH:9][CH:10]=2)[O:5][C:4](=[O:12])[C:3]=1[CH:19]([C:13]1[CH:14]=[CH:15][CH:16]=[CH:17][CH:18]=1)[CH2:20][CH2:21][CH2:22][CH3:23] |f:2.3|. Procedure details: To a flame-dried flask containing a mixture of 811 mg of 4-hydroxycoumarin and 985 mg of 1-phenyl-1-pentanol in 30 mL of dioxane under an argon atmosphere is added 3.0 mL of boron trifluoride etherate. The resulting yellow solution is left to stir at room temperature overnight. The volatiles are removed and the residue is partioned between diethyl ether and 1N sodium hydroxide. The basic aqueous phase is washed with diethyl ether, acidified to pH=1 with 6N hydrochloric acid. The resulting precip... Starting materials: C(C1=CC=CC=C1)OC(=O)N[C@@H](/C=C/C(=O)OC(C)(C)C)CC (tert-butyl (2E, 4R)-4-{[(benzyloxy)carbonyl]amino}-2-hexenoate), C(C)(=O)O (acetic acid). The reagents and catalysts are [C].[Pd] (Palladium carbon). Run in CO (methanol). Conditions: time 7 hour. Product: C(C)(=O)O.N[C@@H](CCC(=O)OC(C)(C)C)CC (tert-butyl (4R)-4-aminohexanoate acetic acid salt). RXN SMILES: C(OC([NH:11][C@H:12]([CH2:22][CH3:23])/[CH:13]=[CH:14]/[C:15]([O:17][C:18]([CH3:21])([CH3:20])[CH3:19])=[O:16])=O)C1C=CC=CC=1.C(O)(=O)C>CO.[C].[Pd]>[C:15]([OH:17])(=[O:16])[CH3:14].[NH2:11][C@H:12]([CH2:22][CH3:23])[CH2:13][CH2:14][C:15]([O:17][C:18]([CH3:20])([CH3:19])[CH3:21])=[O:16] |f:3.4,5.6|. Procedure details: To a solution of tert-butyl (2E, 4R)-4-{[(benzyloxy)carbonyl]amino}-2-hexenoate (9.73 g, 30.5 mmol) in methanol (200 ml) were added acetic acid (3.5 ml, 61 mmol) and 10% Palladium carbon (3.2 g). The mixture was stirred under hydrogen atmosphere for 7 hours. Catalyst was filtered off under a nitrogen atomosphere and the filtrate was condensed with an evaporator to give tert-butyl (4R)-4-aminohexanoate acetic acid salt (7.5 g, quantitatively).